This data is from the Open Reaction Database (ORD), a public repository of structured organic reaction records. The task is: describe an organic reaction: reactants, conditions, products, and yield Reactants: N(=O)[O-].[Na+] (sodium nitrite), Cl (HCl), O (Water), C(Cl)Cl (CH2Cl2), NC1=C(C(=NN1CCO)C1=CC=C(C=C1)F)C#CC1=CC=CC=C1 (2-(5-amino-3-(4-fluorophenyl)-4-(phenylethynyl)-1H-pyrazol-1-yl)ethanol). Reaction conditions: temperature -10 celsius. The product is ClC1=C2C(=NN=C1C1=CC=CC=C1)N(N=C2C2=CC=C(C=C2)F)CCO (2-(4-chloro-3-(4-fluorophenyl)-5-phenyl-1H-pyrazolo[3,4-c]pyridazin-1-yl)ethanol). As a reaction SMILES: [N:1]([O-])=O.[Na+].[NH2:5][C:6]1[N:10]([CH2:11][CH2:12]O)[N:9]=[C:8]([C:14]2[CH:19]=[CH:18][C:17]([F:20])=[CH:16][CH:15]=2)[C:7]=1[C:21]#[C:22][C:23]1[CH:28]=[CH:27][CH:26]=[CH:25][CH:24]=1.[OH2:29].C(Cl)Cl.[ClH:33]>>[Cl:33][C:21]1[C:22]([C:23]2[CH:28]=[CH:27][CH:26]=[CH:25][CH:24]=2)=[N:1][N:5]=[C:6]2[N:10]([CH2:11][CH2:12][OH:29])[N:9]=[C:8]([C:14]3[CH:19]=[CH:18][C:17]([F:20])=[CH:16][CH:15]=3)[C:7]=12 |f:0.1|. Procedure details: To a cooled (cooling bath −10° C.) stirred suspension of sodium nitrite (120 mg, 1.7 mmol) in conc. HCl (3.6 mL) was added 2-(5-amino-3-(4-fluorophenyl)-4-(phenylethynyl)-1H-pyrazol-1-yl)ethanol (183 mg, 0.57 mmol) and the reaction mixture was allowed to warm to ambient temperature over 90 min. Water and CH2Cl2 were added to the reaction mixture. The aqueous phase was extracted with CH2Cl2 (×4) and the organic phases combined, dried over MgSO4, filtered and evaporated the crude material was puri...